From a dataset of the Open Reaction Database (ORD), a public repository of structured organic reaction records. describe an organic reaction: reactants, conditions, products, and yield The reactants are C1(CCCC1)OC(=O)N[C@H]1CCCCC\C=C/[C@H]2[C@](NC([C@H]3N(C1=O)C[C@@H](C3)OC=3N=C1C=CC(=CC1=C1C=CC=CC31)F)=O)(C2)C(=O)OCC ((2R,6S,13aS,14aR,16aS,Z)-ethyl 6-(cyclopentyloxycarbonylamino)-2-(2-fluorophenanthridin-6-yloxy)-5,16-dioxo-1,2,3,5,6,7,8,9,10,11,13a,14,14a,15,16,16a-hexadecahydrocyclopropa[e]pyrrolo[1,2-a][1,4]diazacyclopentadecine-14a-carboxylate), C(C)(C)(C)OC(=O)N[C@H]1CCCCC\C=C/[C@H]2[C@](NC([C@H]3N(C1=O)C[C@@H](C3)OC=3N=C1C=CC=CC1=C1C=CC=CC31)=O)(C2)C(=O)OCC ((2R,6S,13aS,14aR,16aS,Z)-ethyl 6-(tert-butoxycarbonylamino)-5,16-dioxo-2-(phenanthridin-6-yloxy)-1,2,3,5,6,7,8,9,10,11,13a,14,14a,15,16,16a-hexadecahydrocyclopropa[e]pyrrolo[1,2-a][1,4]diazacyclopentadecine-14a-carboxylate). The product is C1(CCCC1)OC(=O)N[C@H]1CCCCC\C=C/[C@H]2[C@](NC([C@H]3N(C1=O)C[C@@H](C3)OC=3N=C1C=CC(=CC1=C1C=CC=CC31)F)=O)(C2)C(=O)O ((2R,6S,13aS,14aR,16aS,Z)-6-(cyclopentyloxycarbonylamino)-2-(2-fluorophenanthridin-6-yloxy)-5,16-dioxo-1,2,3,5,6,7,8,9,10,11,13a,14,14a,15,16,16a-hexadecahydrocyclopropa[e]pyrrolo[1,2-a][1,4]diazacyclopentadecine-14a-carboxylic acid). Reaction SMILES: [CH:1]1([O:6][C:7]([NH:9][C@@H:10]2[C:24](=[O:25])[N:23]3[CH2:26][C@H:27]([O:29][C:30]4[N:31]=[C:32]5[C:37](=[C:38]6[C:43]=4[CH:42]=[CH:41][CH:40]=[CH:39]6)[CH:36]=[C:35]([F:44])[CH:34]=[CH:33]5)[CH2:28][C@H:22]3[C:21](=[O:45])[NH:20][C@:19]3([C:47]([O:49]CC)=[O:48])[CH2:46][C@H:18]3[CH:17]=[CH:16][CH2:15][CH2:14][CH2:13][CH2:12][CH2:11]2)=[O:8])[CH2:5][CH2:4][CH2:3][CH2:2]1.C(OC(N[C@@H]1C(=O)N2C[C@H](OC3N=C4C(=C5C=3C=CC=C5)C=CC=C4)C[C@H]2C(=O)N[C@]2(C(OCC)=O)C[C@H]2C=CCCCCC1)=O)(C)(C)C>>[CH:1]1([O:6][C:7]([NH:9][C@@H:10]2[C:24](=[O:25])[N:23]3[CH2:26][C@H:27]([O:29][C:30]4[N:31]=[C:32]5[C:37](=[C:38]6[C:43]=4[CH:42]=[CH:41][CH:40]=[CH:39]6)[CH:36]=[C:35]([F:44])[CH:34]=[CH:33]5)[CH2:28][C@H:22]3[C:21](=[O:45])[NH:20][C@:19]3([C:47]([OH:49])=[O:48])[CH2:46][C@H:18]3[CH:17]=[CH:16][CH2:15][CH2:14][CH2:13][CH2:12][CH2:11]2)=[O:8])[CH2:2][CH2:3][CH2:4][CH2:5]1. Procedure details: Example 37e was prepared according to the procedure used for the preparation of Example 67c, substituting the product of Example 37d for the product of Example 24b. Starting materials: [OH-].[Na+] (sodium hydroxide), C(=O)NCC1CC2=C(CC3=C1C=CC=C3)C=CC=C2 (N-Formyl-10,11-dihydro-5H-dibenzo[a,d]cycloheptene-10-methylamine), C(Cl)(Cl)Cl (chloroform), polyphosphoric acid, ice water, C(Cl)(Cl)Cl (chloroform), C(Cl)(Cl)Cl (chloroform). Run in O (water), C1=CC=CC=C1 (benzene). Run at time 3.5 hour. Product: C1N=CC=2C=CC=C3C2C1CC1=C(C3)C=CC=C1 (1,7,12,12a-tetrahydrobenzo[1,2]cyclohepta[4,5,6-de]isoquinoline). RXN SMILES: [CH:1]([NH:3][CH2:4][CH:5]1[C:11]2[CH:12]=[CH:13][CH:14]=[CH:15][C:10]=2[CH2:9][C:8]2[CH:16]=[CH:17][CH:18]=[CH:19][C:7]=2[CH2:6]1)=O.[OH-].[Na+].C(Cl)(Cl)Cl>O.C1C=CC=CC=1>[CH2:4]1[CH:5]2[CH2:6][C:7]3[CH:19]=[CH:18][CH:17]=[CH:16][C:8]=3[CH2:9][C:10]3[C:11]2=[C:12]([CH:13]=[CH:14][CH:15]=3)[CH:1]=[N:3]1 |f:1.2|. Procedure details: N-Formyl-10,11-dihydro-5H-dibenzo[a,d]cycloheptene-10-methylamine (6.7 g, 0.027 mole), described in Example 334, in combined with polyphosphoric acid (50 g) and the mixture stirred for 3.5 hr. at 155° - 160° C. (bath temperature). The darkish reaction mixture is poured hot into stirred ice-water (400 ml). After stirring for 0.5 hr. (and treatment of the sticky precipitate with a glass rod) a solution of sodium hydroxide (60 g) in water is added, followed by chloroform. The chloroform solution is...